This data is from the Open Reaction Database (ORD), a public repository of structured organic reaction records. The task is: describe an organic reaction: reactants, conditions, products, and yield The reactants are N([C@@H](CC(O)=O)C(=O)O)C(=O)OCC1C2=CC=CC=C2C2=CC=CC=C12.COC1=CC=C(C=C1)CC[NH-] (Fmoc-Asp 2-(4-methoxyphenyl)ethyl amide), amino acid, C1(CCCCC1)N=C=NC1CCCCC1 (dicyclohexylcarbodiimide), N[C@@H](CC(O)=O)C(=O)O (Asp). Reagents/catalysts: CN(C1=CC=NC=C1)C (4-dimethylamino-pyridine). Solvent: CN(C=O)C (N,N-dimethylformamide). Run at time 8 hour. Yields the product C(=O)(OCC1C2=CC=CC=C2C2=CC=CC=C12)NCCCCCCCC(=O)O (8-(Fmoc-amino)-octanoic acid). Reaction SMILES: [NH:1]([C:10]([O:12][CH2:13][CH:14]1[C:26]2[C:21](=[CH:22][CH:23]=[CH:24][CH:25]=2)[C:20]2[C:15]1=[CH:16][CH:17]=[CH:18][CH:19]=2)=[O:11])[C@H:2]([C:7](O)=O)CC(=O)O.CO[C:29]1C=CC(CC[NH-])=C[CH:30]=1.C1(N=C=NC2CCCCC2)CCCCC1.N[C@H:54]([C:59](O)=O)[CH2:55][C:56](=[O:58])[OH:57]>CN(C)C=O.CN(C)C1C=CN=CC=1>[C:10]([NH:1][CH2:2][CH2:7][CH2:29][CH2:30][CH2:59][CH2:54][CH2:55][C:56]([OH:57])=[O:58])([O:12][CH2:13][CH:14]1[C:15]2[C:20](=[CH:19][CH:18]=[CH:17][CH:16]=2)[C:21]2[C:26]1=[CH:25][CH:24]=[CH:23][CH:22]=2)=[O:11] |f:0.1|. Procedure: Fmoc-Asp-2-(4-methoxyphenyl)ethyl amide from B (8 mmoles) was coupled with Sasrin resin (7 g; 0.7 mmole OH/g resin) in N,N-dimethylformamide (DMF) (50 ml) with dicyclohexylcarbodiimide (8 mmoles) and 4-dimethylamino-pyridine (0.5 g). The reaction was carried out overnight after which the resin was washed with DMF (5 x 40 ml) and CH2Cl2 (2 x 20 ml). The substitution was found to be 0.326 mmole Asp/g resin by amino acid analysis. The reactants are O (water), OC1=CC(=NN1C)C(=O)OC (5-Hydroxy-3-methoxycarbonyl-1-methylpyrazole), C([O-])([O-])=O.[K+].[K+] (potassium carbonate), ClC(F)F (chlorodifluoromethane). Solvent: CN(C=O)C (dimethylformamide). Run at temperature 70 celsius, time 1.5 hour. Yields the product FC(OC1=CC(=NN1C)C(=O)OC)F (5-Difluoromethoxy-3-methoxycarbonyl-1-methylpyrazole). As a reaction SMILES: [OH:1][C:2]1[N:6]([CH3:7])[N:5]=[C:4]([C:8]([O:10][CH3:11])=[O:9])[CH:3]=1.C(=O)([O-])[O-].[K+].[K+].Cl[CH:19]([F:21])[F:20].O>CN(C)C=O>[F:20][CH:19]([F:21])[O:1][C:2]1[N:6]([CH3:7])[N:5]=[C:4]([C:8]([O:10][CH3:11])=[O:9])[CH:3]=1 |f:1.2.3|. Procedure details: 67.6 g (0.43 mol) 5-Hydroxy-3-methoxycarbonyl-1-methylpyrazole and 299.2 g (2.17 mol) potassium carbonate was dissolved in 1500 ml dimethylformamide and heated to 70° C. At this temperature chlorodifluoromethane was introduced over 2 hours and the mixture stirred at 80° C. for 1.5 hours. The reaction mixture was added to water and extracted 6 times with ethyl acetate. The combined organic phases were washed with saturated aqueous sodium chloride and dried over magnesium sulfate. The reaction sol... Reactants: BrC=1C=CC2=C(NCCCC2)C1 (8-bromo-2,3,4,5-tetrahydro-1H-benzo[b]azepine), ClC1=NC=NC2=CC(=C(C=C12)OC)OC (4-chloro-6,7-dimethoxy-quinazoline). Run in CN1C(CCC1)=O (N-methyl-pyrrolidinone). Yields the product BrC=1C=CC2=C(N(CCCC2)C2=NC=NC3=CC(=C(C=C23)OC)OC)C1 (8-Bromo-1-(6,7-dimethoxy-quinazolin-4-yl)-2,3,4,5-tetrahydro-1H-benzo[b]azepine). Isolated yield 58.0%. As a reaction SMILES: [Br:1][C:2]1[CH:3]=[CH:4][C:5]2[CH2:11][CH2:10][CH2:9][CH2:8][NH:7][C:6]=2[CH:12]=1.Cl[C:14]1[C:23]2[C:18](=[CH:19][C:20]([O:26][CH3:27])=[C:21]([O:24][CH3:25])[CH:22]=2)[N:17]=[CH:16][N:15]=1>CN1CCCC1=O>[Br:1][C:2]1[CH:3]=[CH:4][C:5]2[CH2:11][CH2:10][CH2:9][CH2:8][N:7]([C:14]3[C:23]4[C:18](=[CH:19][C:20]([O:26][CH3:27])=[C:21]([O:24][CH3:25])[CH:22]=4)[N:17]=[CH:16][N:15]=3)[C:6]=2[CH:12]=1. Reported procedure: Utilizing a procedure analogous to that described in Example 47, this product was prepared in 58% yield from 8-bromo-2,3,4,5-tetrahydro-1H-benzo[b]azepine (1.1 eq.), and 4-chloro-6,7-dimethoxy-quinazoline (1.0 eq) in N-methyl-pyrrolidinone. (M.P. 209°-217° C.; LC-MS: 414, 416 (MH+); anal. RP18-HPLC RT: 5.47 min.). Reactants: BrC=1C(=C(C=C(C1)C1=C2C=CC=CC2=C(C2=C1C1=C(S2)C=CC=C1)Br)O)OCC1=CC=CC=C1 (3-bromo-5-(6-bromo-benzo [b]naphtho[2,3-d]thiophen-11-yl)-2-benzyloxy-phenol), C([O-])([O-])=O.[K+].[K+] (potassium carbonate). The solvent is CN(C)C=O (DMF). Product: COC=1C=C(C=C(C1OCC1=CC=CC=C1)Br)C1=C2C=CC=CC2=C(C2=C1C1=C(S2)C=CC=C1)Br (11-(3-methoxy-4-benzyloxy-5-bromo-phenyl)-6-bromo-benzo [b]naphtho [2,3-d ]thiophene). The yield is 100.4%. Reaction SMILES: [Br:1][C:2]1[C:3]([O:27][CH2:28][C:29]2[CH:34]=[CH:33][CH:32]=[CH:31][CH:30]=2)=[C:4]([OH:26])[CH:5]=[C:6]([C:8]2[C:17]3[C:18]4[CH:24]=[CH:23][CH:22]=[CH:21][C:19]=4[S:20][C:16]=3[C:15]([Br:25])=[C:14]3[C:9]=2[CH:10]=[CH:11][CH:12]=[CH:13]3)[CH:7]=1.[C:35](=O)([O-])[O-].[K+].[K+]>CN(C=O)C>[CH3:35][O:26][C:4]1[CH:5]=[C:6]([C:8]2[C:17]3[C:18]4[CH:24]=[CH:23][CH:22]=[CH:21][C:19]=4[S:20][C:16]=3[C:15]([Br:25])=[C:14]3[C:9]=2[CH:10]=[CH:11][CH:12]=[CH:13]3)[CH:7]=[C:2]([Br:1])[C:3]=1[O:27][CH2:28][C:29]1[CH:34]=[CH:33][CH:32]=[CH:31][CH:30]=1 |f:1.2.3|. Procedure details: lodomethane (0.086 mL, 1.38 mmol) was added dropwise to a room temperature, stirred light suspension of a mixture [3-bromo-5-(6-bromo-benzo [b]naphtho[2,3-d]thiophen-11-yl)-2-benzyloxy-phenol (87% pure, contaminated with 2-bromo-4-(6-bromo-benzo[b]naphtho[2,3-d]thiophen-11-yl)-6-benzyloxy-phenol (13%), 0.271 g, 0.46 mmol), potassium carbonate (0.191 g, 1.38 mmol) in DMF (2 mL) over a period of twenty minutes. After the mixture was stirred at ambient temperature for 3 h., the reaction mixture was... Starting materials: Cl (hydrochloric acid), [OH-].[K+] (potassium hydroxide), C[Ge](C=1C=C(C=C(C1)[Ge](C)(C)C)C(C)=O)(C)C (3',5'-Bis(trimethylgermyl)acetophenone), C(=O)C1=CC=C(C(=O)OC)C=C1 (methyl 4-formylbenzoate). Solvent: mixture, C(C)(C)O (isopropanol), O1CCCC1 (tetrahydrofuran). Product: C[Ge](C=1C=C(C=C(C1)[Ge](C)(C)C)C(C=CC1=CC=C(C(=O)O)C=C1)=O)(C)C (4-[3-(3,5-Bistrimethylgermylphenyl)-3-oxo-1-propenyl]benzoic Acid). Isolated yield 53.7%. Reaction SMILES: [CH3:1][Ge:2]([CH3:17])([CH3:16])[C:3]1[CH:4]=[C:5]([C:13](=[O:15])[CH3:14])[CH:6]=[C:7]([Ge:9]([CH3:12])([CH3:11])[CH3:10])[CH:8]=1.[CH:18]([C:20]1[CH:29]=[CH:28][C:23]([C:24]([O:26]C)=[O:25])=[CH:22][CH:21]=1)=O.[OH-].[K+].Cl>C(O)(C)C.O1CCCC1>[CH3:11][Ge:9]([CH3:10])([CH3:12])[C:7]1[CH:6]=[C:5]([C:13](=[O:15])[CH:14]=[CH:18][C:20]2[CH:29]=[CH:28][C:23]([C:24]([OH:26])=[O:25])=[CH:22][CH:21]=2)[CH:4]=[C:3]([Ge:2]([CH3:16])([CH3:1])[CH3:17])[CH:8]=1 |f:2.3|. Procedure: 3',5'-Bis(trimethylgermyl)acetophenone 163 mg (0.46 mmol) and 96 mg (0.58 mmol) of methyl 4-formylbenzoate was dissolved in 4 ml of a mixture of isopropanol and tetrahydrofuran (1:1). To the mixture was added 2.5 ml of 0.75N aqueous potassium hydroxide solution with stirring and the mixture was stirred at room temperature overnight. The reaction mixture was adjusted to pH3.8 with 0.2N hydrochloric acid and extracted with AcOEt. The extract was evaporated. The residue was purified by column chrom... Reactants: [H-].[Na+] (sodium hydride), [Cl-].[NH4+] (ammonium chloride), C[Si](CCOCCl)(C)C (2-(trimethylsilyl)ethoxy methyl chloride), CS(=O)(=O)C1=CC=C(C=N1)OC=1C=C2C=C(NC2=CC1CN1C(CCC1)=O)C1=NC=CC=C1 (1-[(5-([6-(methylsulfonyl)pyridin-3-yl]oxy)-2-pyridin-2-yl-1H-indol-6-yl)methyl]pyrrolidin-2-one). Run in CN(C=O)C (N,N-dimethylformamide). Run at time 1 hour. The product is CS(=O)(=O)C1=CC=C(C=N1)OC=1C=C2C=C(N(C2=CC1CN1C(CCC1)=O)COCC[Si](C)(C)C)C1=NC=CC=C1 (1-[(5-([6-(methylsulfonyl)pyridin-3-yl]oxy)-2-pyridin-2-yl-1-([2-(trimethylsilyl)ethoxy]methyl)-1H-indol-6-yl)methyl]pyrrolidin-2-one). Reaction SMILES: [H-].[Na+].[CH3:3][S:4]([C:7]1[N:12]=[CH:11][C:10]([O:13][C:14]2[CH:15]=[C:16]3[C:20](=[CH:21][C:22]=2[CH2:23][N:24]2[CH2:28][CH2:27][CH2:26][C:25]2=[O:29])[NH:19][C:18]([C:30]2[CH:35]=[CH:34][CH:33]=[CH:32][N:31]=2)=[CH:17]3)=[CH:9][CH:8]=1)(=[O:6])=[O:5].[CH3:36][Si:37]([CH3:44])([CH3:43])[CH2:38][CH2:39][O:40][CH2:41]Cl.[Cl-].[NH4+]>CN(C)C=O>[CH3:3][S:4]([C:7]1[N:12]=[CH:11][C:10]([O:13][C:14]2[CH:15]=[C:16]3[C:20](=[CH:21][C:22]=2[CH2:23][N:24]2[CH2:28][CH2:27][CH2:26][C:25]2=[O:29])[N:19]([CH2:41][O:40][CH2:39][CH2:38][Si:37]([CH3:44])([CH3:43])[CH3:36])[C:18]([C:30]2[CH:35]=[CH:34][CH:33]=[CH:32][N:31]=2)=[CH:17]3)=[CH:9][CH:8]=1)(=[O:6])=[O:5] |f:0.1,4.5|. Procedure details: With cooling with ice, sodium hydride (30% liquid paraffin added) (6 mg) was added to an N,N-dimethylformamide (2 ml) solution of the indole compound (50 mg) obtained in Example 3, then 2-(trimethylsilyl)ethoxy methyl chloride (24 mg) was added, and stirred at room temperature for 1 hour. With cooling with ice, aqueous saturated ammonium chloride solution was added, then extracted with ethyl acetate, and the organic layer was washed with water and saturated saline water. After dried, the solvent... Reactants: CSC1=CC=C(C=C1)C=1OC2(C(C1)=O)CCCC2 (2-{4-(methylthio)phenyl}-1-oxa-spiro[4,4]non-2-en-4-one), BrBr (bromine), C(C)(=O)O (acetic acid). The solvent is C(Cl)(Cl)(Cl)Cl (carbon tetrachloride). Run at time 1 hour. The product is BrC1=C(OC2(C1=O)CCCC2)C2=CC=C(C=C2)SC (3-bromo-2-{4-(methylthio)phenyl}-1-oxa-spiro[4,4]non-2-en-4-one). RXN SMILES: [CH3:1][S:2][C:3]1[CH:8]=[CH:7][C:6]([C:9]2[O:10][C:11]3([CH2:18][CH2:17][CH2:16][CH2:15]3)[C:12](=[O:14])[CH:13]=2)=[CH:5][CH:4]=1.[Br:19]Br.C(O)(=O)C>C(Cl)(Cl)(Cl)Cl>[Br:19][C:13]1[C:12](=[O:14])[C:11]2([CH2:15][CH2:16][CH2:17][CH2:18]2)[O:10][C:9]=1[C:6]1[CH:5]=[CH:4][C:3]([S:2][CH3:1])=[CH:8][CH:7]=1. Reported procedure: To 147 mg of 2-{4-(methylthio)phenyl}-1-oxa-spiro[4,4]non-2-en-4-one in 30 ml carbon tetrachloride, were added 1 ml bromine and 0.1 ml acetic acid. The reaction mixture was stirred for 1 hour at room temperature. Then the reaction was quenched by adding saturated aqueous sodium thiosulfate solution until the characteristic color of bromine disappeared. The quenched solution was extracted with dichloromethane (10 ml×3). The organic layer was concentrated under reduced pressure and the resulting r... The reactants are [C-]#N, [Cl-], Clc1cccc2c(-c3ccccc3)coc12, Cl, O, O, O, O, O, O, O, c1ccncc1. The product is N#Cc1cccc2c(-c3ccccc3)coc12. Reaction SMILES: [C-:1]#[N:2].[Cl-:25].[Cl:3][c:4]1[cH:5][cH:6][cH:7][c:8]2[c:9](-[c:13]3[cH:14][cH:15][cH:16][cH:17][cH:18]3)[cH:10][o:11][c:12]12.[ClH:26].[OH2:19].[OH2:20].[OH2:21].[OH2:22].[OH2:23].[OH2:24].[OH2:27].[cH:28]1[cH:29][cH:30][n:31][cH:32][cH:33]1>>[C:1](#[N:2])[c:4]1[cH:5][cH:6][cH:7][c:8]2[c:9](-[c:13]3[cH:14][cH:15][cH:16][cH:17][cH:18]3)[cH:10][o:11][c:12]12. The reactants are CCO, CCOP(=O)(Cc1ccc([N+](=O)[O-])c(Cl)c1)OCC, Cl, [Fe]. Yields the product CCOP(=O)(Cc1ccc(N)c(Cl)c1)OCC. As a reaction SMILES: [CH3:21][CH2:22][OH:23].[Cl:1][c:2]1[cH:3][c:4]([CH2:5][P:6]([O:7][CH2:8][CH3:9])([O:10][CH2:11][CH3:12])=[O:13])[cH:14][cH:15][c:16]1[N+:17]([O-:18])=[O:19].[ClH:20].[Fe:24]>>[Cl:1][c:2]1[cH:3][c:4]([CH2:5][P:6]([O:7][CH2:8][CH3:9])([O:10][CH2:11][CH3:12])=[O:13])[cH:14][cH:15][c:16]1[NH2:17]. The reactants are OCCCCCCOC1=CC=C(C(=O)OCC)C=C1 (ethyl 4-(6-hydroxyhexyloxy)benzoate). Solvent: [OH-].[K+] (KOH). The product is OCCCCCCOC1=CC=C(C(=O)O)C=C1 (4-(6-Hydroxyhexyloxy)benzoic acid). As a reaction SMILES: [OH:1][CH2:2][CH2:3][CH2:4][CH2:5][CH2:6][CH2:7][O:8][C:9]1[CH:19]=[CH:18][C:12]([C:13]([O:15]CC)=[O:14])=[CH:11][CH:10]=1>[OH-].[K+]>[OH:1][CH2:2][CH2:3][CH2:4][CH2:5][CH2:6][CH2:7][O:8][C:9]1[CH:10]=[CH:11][C:12]([C:13]([OH:15])=[O:14])=[CH:18][CH:19]=1 |f:1.2|. Reported procedure: 23.5 g (0.088 mole) ethyl 4-(6-hydroxyhexyloxy)benzoate (as crude product) was added to 300 mL 0.5 M KOH and refluxed for 5 hours.